This data is from the Open Reaction Database (ORD), a public repository of structured organic reaction records. The task is: describe an organic reaction: reactants, conditions, products, and yield Reactants: C1COC1, [Li]CCCC, C1CCOC1, C#CCOCCCc1ccccn1, [Cl-], [NH4+]. Yields the product OCCCC#CCOCCCc1ccccn1. As a reaction SMILES: [CH2:19]1[CH2:20][O:21][CH2:22]1.[CH2:1]([Li:2])[CH2:3][CH2:4][CH3:5].[CH2:25]1[O:26][CH2:27][CH2:28][CH2:29]1.[CH2:6]([C:7]#[CH:8])[O:9][CH2:10][CH2:11][CH2:12][c:13]1[n:14][cH:15][cH:16][cH:17][cH:18]1.[Cl-:23].[NH4+:24]>>[CH2:6]([C:7]#[C:8][CH2:22][CH2:19][CH2:20][OH:21])[O:9][CH2:10][CH2:11][CH2:12][c:13]1[n:14][cH:15][cH:16][cH:17][cH:18]1. Reactants: ClC1=CC=C(CN2C(N(N=C(C2=O)OC)C=2C=C(C#N)C=CC2)=O)C=C1 (3-(4-(4-chlorobenzyl)-6-methoxy-3,5-dioxo-4,5-dihydro-1,2,4-triazin-2(3H)-yl)benzonitrile), NO (hydroxylamine), solution. Solvent: C(C)O (ethanol), O (water). Conditions: temperature 80 celsius. Yields the product ClC1=CC=C(CN2C(N(N=C(C2=O)OC)C=2C=C(/C(=N/O)/N)C=CC2)=O)C=C1 ((Z)-3-(4-(4-chlorobenzyl)-6-methoxy-3,5-dioxo-4,5-dihydro-1,2,4-triazin-2(3H)-yl)-N′-hydroxybenzamidine). Yield: 99.0%. RXN SMILES: [Cl:1][C:2]1[CH:26]=[CH:25][C:5]([CH2:6][N:7]2[C:12](=[O:13])[C:11]([O:14][CH3:15])=[N:10][N:9]([C:16]3[CH:17]=[C:18]([CH:21]=[CH:22][CH:23]=3)[C:19]#[N:20])[C:8]2=[O:24])=[CH:4][CH:3]=1.[NH2:27][OH:28]>C(O)C.O>[Cl:1][C:2]1[CH:3]=[CH:4][C:5]([CH2:6][N:7]2[C:12](=[O:13])[C:11]([O:14][CH3:15])=[N:10][N:9]([C:16]3[CH:17]=[C:18]([CH:21]=[CH:22][CH:23]=3)/[C:19](/[NH2:20])=[N:27]/[OH:28])[C:8]2=[O:24])=[CH:25][CH:26]=1. Procedure details: According to Scheme 9 Step 1: To a stirred solution of 3-(4-(4-chlorobenzyl)-6-methoxy-3,5-dioxo-4,5-dihydro-1,2,4-triazin-2(3H)-yl)benzonitrile (150 mg, 0.41 mmol) in ethanol (5 ml) was added hydroxylamine (0.100 ml of a 50% solution in water, 1.2 mmol) and the mixture was heated at 80° C. overnight. The reaction mixture was quenched with a saturated ammonium chloride solution and extracted with ethyl acetate (×3). The combined organic layers were successively washed with water, with brine, dri... The reagents and catalysts are [Br-].C[P+](C1=CC=CC=C1)(C1=CC=CC=C1)C1=CC=CC=C1 (methyltriphenylphosphonium bromide). The solvent is O1CCOCC1 (dioxane), O (water), O1CCOCC1 (dioxane). The product is OCC1C(C1C=C)C(=O)OCC (ethyl (1SR,2SR,3RS)-2-hydroxymethyl-3-vinylcyclopropane carboxylate). Run at time 1 hour. The reactants are OC1C2C(C2CO1)C(=O)OCC (ethyl (1RS,5SR,6RS)-2-hydroxy-3-oxabicyclo[3.1.0]-hexane-6-carboxylate), solution, C[Si](C)(C)[N-][Si](C)(C)C.[K+] (potassium bis(trimethylsilyl)amide), C1(=CC=CC=C1)C (toluene), C(C)OCC (diethyl ether). Isolated yield 188.4%. Procedure details: To a suspension of methyltriphenylphosphonium bromide (5.2 g, 14.5 mmol) in anhydrous dioxane (75 mL) at room temperature under a nitrogen atmosphere, a 0.5M solution of potassium bis(trimethylsilyl)amide in toluene (24.4 mL, 12.2 mmol) was added. After 1 hour, the mixture was added via cannula to a solution ethyl (1RS,5SR,6RS)-2-hydroxy-3-oxabicyclo[3.1.0]-hexane-6-carboxylate (1.0 g, 2.62 mmol) in anhydrous dioxane (25 mL) under a nitrogen atmosphere and the reaction mixture was stirred for 1 ... As a reaction SMILES: C[Si]([N-][Si](C)(C)C)(C)C.[K+].[C:11]1(C)C=CC=CC=1.O[CH:19]1[O:24][CH2:23][CH:22]2[CH:20]1[CH:21]2[C:25]([O:27][CH2:28][CH3:29])=[O:26].C(OCC)C>[Br-].C[P+](C1C=CC=CC=1)(C1C=CC=CC=1)C1C=CC=CC=1.O1CCOCC1.O>[OH:24][CH2:23][CH:22]1[CH:20]([CH:19]=[CH2:11])[CH:21]1[C:25]([O:27][CH2:28][CH3:29])=[O:26] |f:0.1,5.6|. Starting materials: CCC(C)(C)O, [O-][n+]1ccccc1Cl, ClCCl, NCCCO, [Na+], O=C([O-])O. Product: [O-][n+]1ccccc1NCCCO. RXN SMILES: [C:19]([OH:20])([CH2:21][CH3:22])([CH3:23])[CH3:24].[Cl:1][c:2]1[n+:3]([O-:8])[cH:4][cH:5][cH:6][cH:7]1.[Cl:25][CH2:26][Cl:27].[NH2:9][CH2:10][CH2:11][CH2:12][OH:13].[Na+:18].[O-:14][C:15]([OH:16])=[O:17]>>[c:2]1([NH:9][CH2:10][CH2:11][CH2:12][OH:13])[n+:3]([O-:8])[cH:4][cH:5][cH:6][cH:7]1. Reactants: C(C1=CC=CC=C1)(C1=CC=CC=C1)N1CC(C1)OS(=O)(=O)C (Methanesulfonic acid 1-benzhydryl-azetidin-3-yl ester), ClC=1C=C(C=CC1Cl)O (3,4 dichlorophenol), [H-].[Na+] (sodium hydride), oil. Run in CN(C)C=O (DMF), CN(C)C=O (DMF). Reported procedure: A solution of 3,4 dichlorophenol (4.12 g, 25.3 mmol) in DMF (150 ml) under argon is treated with a 60% dispersion of sodium hydride in mineral oil (40.4 mmol) and the reaction mixture stirred for 10 minutes. A solution of Methanesulfonic acid 1-benzhydryl-azetidin-3-yl ester (7.27 g, 22.96 mmol) in DMF (50 ml) is added and the reaction mixture left to stir at 60° C. for 20 hours. The reaction mixture is partitioned between ethylacetate and water. The organic phase is washed with water (×2), drie... Reaction SMILES: [Cl:1][C:2]1[CH:3]=[C:4]([OH:9])[CH:5]=[CH:6][C:7]=1[Cl:8].[H-].[Na+].[CH:12]([N:25]1[CH2:28][CH:27](OS(C)(=O)=O)[CH2:26]1)([C:19]1[CH:24]=[CH:23][CH:22]=[CH:21][CH:20]=1)[C:13]1[CH:18]=[CH:17][CH:16]=[CH:15][CH:14]=1>CN(C=O)C>[CH:12]([N:25]1[CH2:28][CH:27]([O:9][C:4]2[CH:5]=[CH:6][C:7]([Cl:8])=[C:2]([Cl:1])[CH:3]=2)[CH2:26]1)([C:19]1[CH:20]=[CH:21][CH:22]=[CH:23][CH:24]=1)[C:13]1[CH:14]=[CH:15][CH:16]=[CH:17][CH:18]=1 |f:1.2|. Conditions: time 10 minute. Product: C(C1=CC=CC=C1)(C1=CC=CC=C1)N1CC(C1)OC1=CC(=C(C=C1)Cl)Cl (1-Benzhydryl-3-(3,4-dichloro-phenoxy)-azetidine). Starting materials: Cl (hydrochloric acid), Cl.C(C)OC=1C=C2C(=C(C=NC2=NC1C)C(=O)OCC)NC1=CC=C(C=C1)OC (ethyl 6-ethoxy-4-(4-methoxyanilino)-7-methyl-1,8-naphthyridine-3-carboxylate hydrochloride), C(C=O)(=O)O (glyoxylic acid), C([O-])(O)=O.[Na+] (sodium bicarbonate). Solvent: O (water), C(C)(=O)O (acetic acid). Product: Cl.C(C)OC=1C(=NC2=NC=C(C(=C2C1)NC1=CC=C(C=C1)OC)C(=O)OCC)C=CC(=O)O.C(C)OC=1C(=NC2=NC=C(C(=C2C1)NC1=CC=C(C=C1)OC)C(=O)OCC)C=CC(=O)O (3-[3-ethoxy-6-ethoxycarbonyl-5-(4-methoxyanilino)-1,8-naphthyridin-2-yl]acrylic acid hemihydrochloride). Reaction SMILES: [ClH:1].[CH2:2]([O:4][C:5]1[CH:6]=[C:7]2[C:12](=[N:13][C:14]=1[CH3:15])[N:11]=[CH:10][C:9]([C:16]([O:18][CH2:19][CH3:20])=[O:17])=[C:8]2[NH:21][C:22]1[CH:27]=[CH:26][C:25]([O:28][CH3:29])=[CH:24][CH:23]=1)[CH3:3].[C:30]([OH:34])(=[O:33])[CH:31]=O.C(=O)(O)[O-].[Na+].Cl>O.C(O)(=O)C>[ClH:1].[CH2:2]([O:4][C:5]1[C:14]([CH:15]=[CH:31][C:30]([OH:34])=[O:33])=[N:13][C:12]2[C:7]([CH:6]=1)=[C:8]([NH:21][C:22]1[CH:23]=[CH:24][C:25]([O:28][CH3:29])=[CH:26][CH:27]=1)[C:9]([C:16]([O:18][CH2:19][CH3:20])=[O:17])=[CH:10][N:11]=2)[CH3:3].[CH2:2]([O:4][C:5]1[C:14]([CH:15]=[CH:31][C:30]([OH:34])=[O:33])=[N:13][C:12]2[C:7]([CH:6]=1)=[C:8]([NH:21][C:22]1[CH:23]=[CH:24][C:25]([O:28][CH3:29])=[CH:26][CH:27]=1)[C:9]([C:16]([O:18][CH2:19][CH3:20])=[O:17])=[CH:10][N:11]=2)[CH3:3] |f:0.1,3.4,8.9.10|. Procedure details: A mixture of ethyl 6-ethoxy-4-(4-methoxyanilino)-7-methyl-1,8-naphthyridine-3-carboxylate hydrochloride (4.76 g), glyoxylic acid (1.73 g) and glacial acetic acid (50 ml) was boiled under reflux for 24 hours. The mixture was cooled and a solid was collected by filtration. The filtrate was acidified with concentrated hydrochloric acid and filtered to give a second crop of solid. The two crops of solid were combined, stirred in water and the mixture basified with sodium bicarbonate. The pH of the m... The reactants are O1C(CCCC1)O[C@@H]1[C@]2(C)[C@@H](CC1)[C@@H]1CC[C@H]3C(CCC[C@]3(C)[C@H]1CC2)=O (17β-tetrahydropyranyloxy-5α-androstan-4-one), Cl (hydrochloric acid). Solvent: C(C)O (ethanol). Yields the product O[C@@H]1[C@]2(C)[C@@H](CC1)[C@@H]1CC[C@H]3C(CCC[C@]3(C)[C@H]1CC2)=O (17β-hydroxy-5α-androstan-4-one). The yield is 116.7%. As a reaction SMILES: O1CCCCC1[O:7][C@H:8]1[CH2:13][CH2:12][C@H:11]2[C@H:14]3[C@H:24]([CH2:25][CH2:26][C@:9]12[CH3:10])[C@:22]1([CH3:23])[C@H:17]([C:18](=[O:27])[CH2:19][CH2:20][CH2:21]1)[CH2:16][CH2:15]3.Cl>C(O)C>[OH:7][C@H:8]1[CH2:13][CH2:12][C@H:11]2[C@H:14]3[C@H:24]([CH2:25][CH2:26][C@:9]12[CH3:10])[C@:22]1([CH3:23])[C@H:17]([C:18](=[O:27])[CH2:19][CH2:20][CH2:21]1)[CH2:16][CH2:15]3. Reported procedure: To 75 ml of ethanol is added 2.32 g of the product of Step E to form a solution which is then treated with 5 ml of 2.5 N hydrochloric acid and warmed on a steam bath for 40 min. to yield 2.1 g of a crystalline product having a m.p. of 123°-126° C. Starting materials: ClC1=NC(=C2N=CN(C2=N1)C1OCCCC1)N1CCOCC1 (4-(2-chloro-9-(tetrahydro-2H-pyran-2-yl)-9H-purin-6-yl)morpholine), N,N,N′,N′-tetramethylenediamine, C(CCC)[Li] (n-butyllithium), CCCCCC (hexane), ClCCI (1-chloro-2-iodoethane). Run in C1CCOC1 (THF). Run at time 1.5 hour. Product: ClC1=NC(=C2N=C(N(C2=N1)C1OCCCC1)I)N1CCOCC1 (4-(2-chloro-8-iodo-9-(tetrahydro-2H-pyran-2-yl)-9H-purin-6-yl)morpholine). RXN SMILES: [Cl:1][C:2]1[N:10]=[C:9]2[C:5]([N:6]=[CH:7][N:8]2[CH:11]2[CH2:16][CH2:15][CH2:14][CH2:13][O:12]2)=[C:4]([N:17]2[CH2:22][CH2:21][O:20][CH2:19][CH2:18]2)[N:3]=1.C([Li])CCC.CCCCCC.ClCC[I:37]>C1COCC1>[Cl:1][C:2]1[N:10]=[C:9]2[C:5]([N:6]=[C:7]([I:37])[N:8]2[CH:11]2[CH2:16][CH2:15][CH2:14][CH2:13][O:12]2)=[C:4]([N:17]2[CH2:22][CH2:21][O:20][CH2:19][CH2:18]2)[N:3]=1. Procedure details: To a solution of 4-(2-chloro-9-(tetrahydro-2H-pyran-2-yl)-9H-purin-6-yl)morpholine (1.0 g, 3.1 mmol) and N,N,N′,N′-tetramethylenediamine (0.7 mL, 4.6 mmol) in anhydrous THF (23 mL) at −42° C. was added 2.5 M n-butyllithium solution in hexane (4.3 mL, 11.0 mmol) dropwise down the side of the reaction flask. The reaction was stirred at cold temperature and maintained for 1 h before 1-chloro-2-iodoethane (1.4 mL, 15 mmol) was introduced. Stirring was continued for 1.5 h period. LC-MS indicated the ... Starting materials: C(C)=O (acetaldehyde), CC1=C(C(CC=C1)(C)C)C(C)=O (2,6,6-trimethyl-1-acetylcyclohexa-1,3-diene), C (methane), C(C)=O (acetaldehyde). The solvent is C(C)(=O)O (acetic acid), C(C)(=O)O (acetic acid). Run at temperature 10 celsius. Product: OC(CC(=O)C1=C(C=CCC1(C)C)C)C (3-HYDROXY-1-(2,6,6-TRIMETHYL-1,3-CYCLOHEXADIENE-1-YL)-1-BUTANONE). RXN SMILES: [CH3:1][C:2]1[CH:7]=[CH:6][CH2:5][C:4]([CH3:9])([CH3:8])[C:3]=1[C:10](=[O:12])[CH3:11].C.[CH:14](=[O:16])[CH3:15]>C(O)(=O)C>[OH:16][CH:14]([CH3:15])[CH2:11][C:10]([C:3]1[C:4]([CH3:8])([CH3:9])[CH2:5][CH:6]=[CH:7][C:2]=1[CH3:1])=[O:12]. Procedure details: Into a 2-liter reaction flask equipped with a mechanical stirrer, cooling bath, 250 ml, addition funnel, nitrogen purge, water-cooled condenser, gas bubbler and thermometer, is placed 427 ml (1.3 moles) of a 3-molar solution of methyl magnesium chloride in tetrahydrofuran. 200 Grams (1.22 moles) of 2,6,6-trimethyl-1-acetylcyclohexa-1,3-diene are added dropwise from the addition funnel at a rate sufficient to produce methane. Cooling is applied as necessary to maintain the reaction temperature be...